From a dataset of the Open Reaction Database (ORD), a public repository of structured organic reaction records. describe an organic reaction: reactants, conditions, products, and yield Starting materials: C1CCOC1, COc1cc(CCO)c([N+](=O)[O-])cc1OC, O=C(Cl)OC(Cl)(Cl)Cl. Product: COc1cc(CCOC(=O)Cl)c([N+](=O)[O-])cc1OC. Reaction SMILES: [CH2:25]1[O:26][CH2:27][CH2:28][CH2:29]1.[CH3:9][O:10][c:11]1[cH:12][c:13]([N+:22](=[O:23])[O-:24])[c:14]([CH2:19][CH2:20][OH:21])[cH:15][c:16]1[O:17][CH3:18].[Cl:1][C:2](=[O:3])[O:4][C:5]([Cl:6])([Cl:7])[Cl:8]>>[Cl:1][C:2](=[O:3])[O:4][CH2:5][CH2:19][c:14]1[c:13]([N+:22](=[O:23])[O-:24])[cH:12][c:11]([O:10][CH3:9])[c:16]([O:17][CH3:18])[cH:15]1. Starting materials: CCOC(=O)CCCCCOCCOCCOCCOCCOCCOCCOCCOC, [Na+], [OH-]. Product: COCCOCCOCCOCCOCCOCCOCCOCCCCCC(=O)O. As a reaction SMILES: [CH2:1]([CH3:2])[O:3][C:4]([CH2:5][CH2:6][CH2:7][CH2:8][CH2:9][O:10][CH2:11][CH2:12][O:13][CH2:14][CH2:15][O:16][CH2:17][CH2:18][O:19][CH2:20][CH2:21][O:22][CH2:23][CH2:24][O:25][CH2:26][CH2:27][O:28][CH2:29][CH2:30][O:31][CH3:32])=[O:33].[Na+:35].[OH-:34]>>[O:3]=[C:4]([CH2:5][CH2:6][CH2:7][CH2:8][CH2:9][O:10][CH2:11][CH2:12][O:13][CH2:14][CH2:15][O:16][CH2:17][CH2:18][O:19][CH2:20][CH2:21][O:22][CH2:23][CH2:24][O:25][CH2:26][CH2:27][O:28][CH2:29][CH2:30][O:31][CH3:32])[OH:33]. Product: COc1cccc(OC)c1CN1CC2CCCN2c2ncccc21. Starting materials: [Al+3], COc1cccc(OC)c1CN1C(=O)C2CCCN2c2ncccc21, CCOCC, [H-], [H-], [H-], [H-], [Li+], C1CCOC1. As a reaction SMILES: [Al+3:2].[CH3:12][O:13][c:14]1[c:15]([CH2:22][N:23]2[C:24](=[O:36])[CH:25]3[N:26]([c:27]4[c:28]2[cH:29][cH:30][cH:31][n:32]4)[CH2:33][CH2:34][CH2:35]3)[c:16]([O:20][CH3:21])[cH:17][cH:18][cH:19]1.[CH3:7][CH2:8][O:9][CH2:10][CH3:11].[H-:1].[H-:4].[H-:5].[H-:6].[Li+:3].[O:37]1[CH2:38][CH2:39][CH2:40][CH2:41]1>>[CH3:12][O:13][c:14]1[c:15]([CH2:22][N:23]2[CH2:24][CH:25]3[N:26]([c:27]4[c:28]2[cH:29][cH:30][cH:31][n:32]4)[CH2:33][CH2:34][CH2:35]3)[c:16]([O:20][CH3:21])[cH:17][cH:18][cH:19]1.